Dataset: the Open Reaction Database (ORD), a public repository of structured organic reaction records. Task: describe an organic reaction: reactants, conditions, products, and yield Reactants: C1(CCCCC1)NCC(C(=O)OCC)(C)O (ethyl 3-(cyclohexylamino)-2-hydroxy-2-methylpropanoate), C(C1=CC=CC=C1)Br (benzyl bromide), CCOC(=O)C (EtOAc), C(=O)([O-])[O-].[K+].[K+] (K2CO3). Solvent: C(C)#N (acetonitrile). Reaction conditions: temperature 80 celsius. The product is C(C1=CC=CC=C1)N(CC(C(=O)OCC)(C)O)C1CCCCC1 (Ethyl 3-(benzyl(cyclohexyl)amino)-2-hydroxy-2-methylpropanoate). The yield is 75.0%. Reaction SMILES: [CH:1]1([NH:7][CH2:8][C:9]([OH:16])([CH3:15])[C:10]([O:12][CH2:13][CH3:14])=[O:11])[CH2:6][CH2:5][CH2:4][CH2:3][CH2:2]1.[CH2:17](Br)[C:18]1[CH:23]=[CH:22][CH:21]=[CH:20][CH:19]=1.C([O-])([O-])=O.[K+].[K+].CCOC(C)=O>C(#N)C>[CH2:17]([N:7]([CH:1]1[CH2:2][CH2:3][CH2:4][CH2:5][CH2:6]1)[CH2:8][C:9]([OH:16])([CH3:15])[C:10]([O:12][CH2:13][CH3:14])=[O:11])[C:18]1[CH:23]=[CH:22][CH:21]=[CH:20][CH:19]=1 |f:2.3.4|. Procedure details: To ethyl 3-(cyclohexylamino)-2-hydroxy-2-methylpropanoate (6.7 g, 29.2 mmol) in 50 ml of acetonitrile at room temperature, was added benzyl bromide (5.2 ml, 43.8 mmol) dropwise, followed by K2CO3 (12 g, 87.6 mmol). The reaction mixture was heated at 80° C. for 18 h. It was then diluted to EtOAc, washed by brine and water. Organic extract dried and concentrated to a residue, which was purified on silica gel column chromatographically (Hex/EtOAc=100:1 to 10:1) to give 7 g product (75%). [M+H] calc... Starting materials: C1(CCCC1)N1N=CC=2C1=NC(=NC2N)C2=CC=NC=C2 (1-cyclopentyl-6-(4-pyridyl)pyrazolo[3,4-d]pyrimidin-4-amine), [N+](=O)(O)[O-] (nitric acid), C(C)(=O)O (acetic acid), ice water. Run in S(O)(O)(=O)=O (sulfuric acid). Conditions: time 30 minute. Yields the product C1(CCCC1)N1N=C(C=2C1=NC(=NC2N)C2=CC=NC=C2)[N+](=O)[O-] (1-Cyclopentyl-3-nitro-6-(4-pyridyl)pyrazolo[3,4-d]pyrimidin-4 -amine). As a reaction SMILES: [CH:1]1([N:6]2[C:10]3=[N:11][C:12]([C:16]4[CH:21]=[CH:20][N:19]=[CH:18][CH:17]=4)=[N:13][C:14]([NH2:15])=[C:9]3[CH:8]=[N:7]2)[CH2:5][CH2:4][CH2:3][CH2:2]1.[N+:22]([O-])([OH:24])=[O:23].C(O)(=O)C>S(=O)(=O)(O)O>[CH:1]1([N:6]2[C:10]3=[N:11][C:12]([C:16]4[CH:17]=[CH:18][N:19]=[CH:20][CH:21]=4)=[N:13][C:14]([NH2:15])=[C:9]3[C:8]([N+:22]([O-:24])=[O:23])=[N:7]2)[CH2:2][CH2:3][CH2:4][CH2:5]1. Reported procedure: To a solution of 1-cyclopentyl-6-(4-pyridyl)pyrazolo[3,4-d]pyrimidin-4-amine (4.6 g, 0.016 mol) in sulfuric acid (60 ml) in an ice-bath was added dropwise 70% nitric acid (36.8 ml). The reaction mixture was warmed to room temperature, stirred for 30 minutes then heated on a steam bath for 3/4 hour. The reaction mixture was added to ice-water/50% sodium hydroxide and the pH was adjusted to 4-5 with acetic acid. The product was collected by filtration and washed with water. The solid residue was p... Reactants: CC(NC(=O)c1cc(Cl)cnc1Oc1ccc(F)cc1)c1ccc(C(=O)O)cc1, NS(=O)(=O)c1cccc(F)c1. The product is CC(NC(=O)c1cc(Cl)cnc1Oc1ccc(F)cc1)c1ccc(C(=O)NS(=O)(=O)c2cccc(F)c2)cc1. Reaction SMILES: [Cl:1][c:2]1[cH:3][c:4]([C:16](=[O:17])[NH:18][CH:19]([CH3:20])[c:21]2[cH:22][cH:23][c:24]([C:25](=[O:26])[OH:27])[cH:28][cH:29]2)[c:5]([O:8][c:9]2[cH:10][cH:11][c:12]([F:15])[cH:13][cH:14]2)[n:6][cH:7]1.[F:30][c:31]1[cH:32][c:33]([S:37](=[O:38])(=[O:39])[NH2:40])[cH:34][cH:35][cH:36]1>>[Cl:1][c:2]1[cH:3][c:4]([C:16](=[O:17])[NH:18][CH:19]([CH3:20])[c:21]2[cH:22][cH:23][c:24]([C:25](=[O:27])[NH:40][S:37]([c:33]3[cH:32][c:31]([F:30])[cH:36][cH:35][cH:34]3)(=[O:38])=[O:39])[cH:28][cH:29]2)[c:5]([O:8][c:9]2[cH:10][cH:11][c:12]([F:15])[cH:13][cH:14]2)[n:6][cH:7]1. Reactants: CCOC(=O)CC, c1ccc2c(c1)OCCOCCOc1ccccc1OCCOCCO2, C1CCOC1, CC(=O)c1ccccc1, CCO, [H-], [Na+], O=S(=O)(O)O. The product is CCC(=O)CC(=O)c1ccccc1. Reaction SMILES: [C:3]([CH2:4][CH3:5])([O:7][CH2:6][CH3:8])=[O:9].[CH2:19]1[O:20][CH2:21][CH2:22][O:23][c:24]2[c:25]([cH:26][cH:27][cH:28][cH:29]2)[O:30][CH2:31][CH2:32][O:33][CH2:34][CH2:35][O:36][c:37]2[c:38]([cH:39][cH:40][cH:41][cH:42]2)[O:43][CH2:44]1.[CH2:50]1[O:51][CH2:52][CH2:53][CH2:54]1.[CH3:10][C:11](=[O:12])[c:13]1[cH:14][cH:15][cH:16][cH:17][cH:18]1.[CH3:55][CH2:56][OH:57].[H-:2].[Na+:1].[S:45](=[O:46])(=[O:47])([OH:48])[OH:49]>>[C:3]([CH2:4][CH3:5])(=[O:7])[CH2:10][C:11](=[O:12])[c:13]1[cH:14][cH:15][cH:16][cH:17][cH:18]1. Starting materials: Cc1cc(C)n(C(=N)N)n1, CCO, O=[N+]([O-])O, CC12CCC(O)CC1CCC1C2CCC2(C)C(C=NOCCN)CCC12O. Product: CC12CCC(O)CC1CCC1C2CCC2(C)C(C=NOCCNC(=N)N)CCC12O. RXN SMILES: [C:32]([NH2:33])(=[NH:34])[n:35]1[c:36]([CH3:37])[cH:38][c:39]([CH3:40])[n:41]1.[CH3:42][CH2:43][OH:44].[N+:28]([O-:29])([OH:30])=[O:31].[NH2:1][CH2:2][CH2:3][O:4][N:5]=[CH:6][CH:7]1[C:8]2([CH3:9])[C:10]([OH:27])([CH2:11][CH2:12]1)[CH:13]1[CH2:14][CH2:15][CH:16]3[CH2:17][CH:18]([OH:26])[CH2:19][CH2:20][C:21]3([CH3:22])[CH:23]1[CH2:24][CH2:25]2>>[NH:1]([CH2:2][CH2:3][O:4][N:5]=[CH:6][CH:7]1[C:8]2([CH3:9])[C:10]([OH:27])([CH2:11][CH2:12]1)[CH:13]1[CH2:14][CH2:15][CH:16]3[CH2:17][CH:18]([OH:26])[CH2:19][CH2:20][C:21]3([CH3:22])[CH:23]1[CH2:24][CH2:25]2)[C:32](=[NH:33])[NH2:34].